This data is from the Open Reaction Database (ORD), a public repository of structured organic reaction records. The task is: describe an organic reaction: reactants, conditions, products, and yield Conditions: time 23 minute. RXN SMILES: [NH2:1][C:2]1[N:10]=[CH:9][CH:8]=[CH:7][C:3]=1[C:4]([OH:6])=[O:5].C1(C)C=CC(S(O)(=O)=O)=CC=1.CC[O:24][C:25]([CH:27]1[C:31](=O)[CH2:30][CH2:29][CH2:28]1)=O>>[O:24]=[C:25]1[N:10]2[CH:9]=[CH:8][CH:7]=[C:3]([C:4]([OH:6])=[O:5])[C:2]2=[N:1][C:28]2[CH2:29][CH2:30][CH2:31][C:27]1=2. Starting materials: NC1=C(C(=O)O)C=CC=N1 (2-aminonicotinic acid), C1(=CC=C(C=C1)S(=O)(=O)O)C (p-toluenesulfonic acid), CCOC(=O)C1CCCC1=O (ethyl cyclopentanone-2-carboxylate). Product: O=C1C2=C(N=C3N1C=CC=C3C(=O)O)CCC2 (1,2,3,10-Tetrahydro-10-oxocyclopenta[d]pyrido[1,2-a]pyrimidine-5-carboxylic acid). Reported procedure: A mixture of 5.0 g of 2-aminonicotinic acid, 0.4 g. p-toluenesulfonic acid, and 25 ml of ethyl cyclopentanone-2-carboxylate is stirred magnetically and immersed in an oil bath preheated to 125°. The temperature of the oil bath is gradually raised and reaches 170° in 23 minutes. A clear solution occurs in 55 minutes when the oil bath temperature reaches 178° and 4.0 ml of distillate is collected in a Dean-Stark trap. The product crystallizes from the cooled reaction mixture. The filtered, air-dri... Reactants: C(#N)C1=CC=C(C=C1)C=1C=C2C=NN(C2=C(C1)COCC1(CCN(CC1)C(=O)OC(C)(C)C)C1=CC=CC=C1)C (tert-Butyl 4-(((5-(4-cyanophenyl)-1-methyl-1H-indazol-7-yl)methoxy)methyl)-4-phenylpiperidine-1-carboxylate). The solvent is FC(C(=O)O)(F)F (trifluoroacetic acid). Reaction conditions: time 45 minute. Product: CN1N=CC2=CC(=CC(=C12)COCC1(CCNCC1)C1=CC=CC=C1)C1=CC=C(C#N)C=C1 (4-(1-Methyl-7-(((4-phenylpiperidin-4-yl)methoxy)methyl)-1H-indazol-5-yl)benzonitrile). Reaction SMILES: [C:1]([C:3]1[CH:8]=[CH:7][C:6]([C:9]2[CH:10]=[C:11]3[C:15](=[C:16]([CH2:18][O:19][CH2:20][C:21]4([C:34]5[CH:39]=[CH:38][CH:37]=[CH:36][CH:35]=5)[CH2:26][CH2:25][N:24](C(OC(C)(C)C)=O)[CH2:23][CH2:22]4)[CH:17]=2)[N:14]([CH3:40])[N:13]=[CH:12]3)=[CH:5][CH:4]=1)#[N:2]>FC(F)(F)C(O)=O>[CH3:40][N:14]1[C:15]2[C:11](=[CH:10][C:9]([C:6]3[CH:5]=[CH:4][C:3]([C:1]#[N:2])=[CH:8][CH:7]=3)=[CH:17][C:16]=2[CH2:18][O:19][CH2:20][C:21]2([C:34]3[CH:39]=[CH:38][CH:37]=[CH:36][CH:35]=3)[CH2:22][CH2:23][NH:24][CH2:25][CH2:26]2)[CH:12]=[N:13]1. Procedure: tert-Butyl 4-(((5-(4-cyanophenyl)-1-methyl-1H-indazol-7-yl)methoxy)methyl)-4-phenylpiperidine-1-carboxylate (63 mg, 0.117 mmol) was dissolved in trifluoroacetic acid (25% in dichloromethane, 4 mL) and stirred at room temperature for 45 min. The reaction was concentrated, and loaded onto a strong cation exchange cartridge in methanol. The cartridge was flushed with several volumes of methanol which were discarded. The product was eluted with 2 M ammonia in methanol to give 47.3 mg (92%) as a colo... Reactants: C(=O)(C(F)(F)F)O (TFA), C(C1=CC=CC=C1)(=O)Cl (Benzoyl chloride), C1(CCCCC1)N1C(C2(CC1)CCNCC2)=O (2-cyclohexyl-2,8-diazaspiro[4.5]decan-1-one), C(C)(C)N(C(C)C)CC (N,N-diisopropylethylamine). Run in CN(C=O)C (N,N-dimethylformamide), CO (methanol). Run at time 30 minute. The product is C(C1=CC=CC=C1)(=O)N1CCC2(CCN(C2=O)C2CCCCC2)CC1 (8-benzoyl-2-cyclohexyl-2,8-diazaspiro[4.5]decan-1-one). RXN SMILES: [C:1](Cl)(=[O:8])[C:2]1[CH:7]=[CH:6][CH:5]=[CH:4][CH:3]=1.[CH:10]1([N:16]2[CH2:20][CH2:19][C:18]3([CH2:25][CH2:24][NH:23][CH2:22][CH2:21]3)[C:17]2=[O:26])[CH2:15][CH2:14][CH2:13][CH2:12][CH2:11]1.C(N(CC)C(C)C)(C)C.C(O)(C(F)(F)F)=O>CN(C)C=O.CO>[C:1]([N:23]1[CH2:24][CH2:25][C:18]2([C:17](=[O:26])[N:16]([CH:10]3[CH2:15][CH2:14][CH2:13][CH2:12][CH2:11]3)[CH2:20][CH2:19]2)[CH2:21][CH2:22]1)(=[O:8])[C:2]1[CH:7]=[CH:6][CH:5]=[CH:4][CH:3]=1. Procedure details: Benzoyl chloride (15 μL, 0.00013 mol) was added to a solution of 2-cyclohexyl-2,8-diazaspiro[4.5]decan-1-one (20.0 mg, 0.0000846 mol) and N,N-diisopropylethylamine (44 μL, 0.00025 mol) in N,N-dimethylformamide (1.0 mL). The mixture was stirred at room temperature for 30 min, then adjusted to be acidic (pH to −2.0) with TFA, and diluted with methanol (0.8 mL). The resulting solution was purified by Prep-HPLC to give 8-benzoyl-2-cyclohexyl-2,8-diazaspiro[4.5]decan-1-one. LCMS: (M+H)+=341.20. The reactants are CNO, CCOC(C)=O, Cl, O=C(Cn1cncn1)c1ccc(Cl)cc1. The product is C[N+]([O-])=C(Cn1cncn1)c1ccc(Cl)cc1. As a reaction SMILES: [CH3:17][NH:18][OH:19].[CH3:20][CH2:21][O:22][C:23](=[O:24])[CH3:25].[ClH:16].[n:1]1([CH2:6][C:7](=[O:8])[c:9]2[cH:10][cH:11][c:12]([Cl:15])[cH:13][cH:14]2)[n:2][cH:3][n:4][cH:5]1>>[n:1]1([CH2:6][C:7]([c:9]2[cH:10][cH:11][c:12]([Cl:15])[cH:13][cH:14]2)=[N+:18]([CH3:17])[O-:19])[n:2][cH:3][n:4][cH:5]1. Starting materials: BrC1=CC(=C(C=C1)C)[N+](=O)[O-] (4-bromo-1-methyl-2-nitrobenzene), N1CCOCC1 (morpholine), C([O-])([O-])=O.[Cs+].[Cs+] (cesium carbonate), C(C)(C)(C)P(C1=C(C=CC=C1)C1=CC=CC=C1)C(C)(C)C (2-(di-t-butylphosphino)biphenyl). The reagents and catalysts are C(C)(=O)[O-].C(C)(=O)[O-].[Pd+2] (palladium diacetate). Run in C1(=CC=CC=C1)C (toluene). Conditions: temperature 100 celsius, time 5 hour. The product is CC1=C(C=C(C=C1)N1CCOCC1)[N+](=O)[O-] (4-(4-methyl-3-nitrophenyl)-morpholine). As a reaction SMILES: Br[C:2]1[CH:7]=[CH:6][C:5]([CH3:8])=[C:4]([N+:9]([O-:11])=[O:10])[CH:3]=1.[NH:12]1[CH2:17][CH2:16][O:15][CH2:14][CH2:13]1.C(=O)([O-])[O-].[Cs+].[Cs+].C(P(C(C)(C)C)C1C=CC=CC=1C1C=CC=CC=1)(C)(C)C>C1(C)C=CC=CC=1.C([O-])(=O)C.C([O-])(=O)C.[Pd+2]>[CH3:8][C:5]1[CH:6]=[CH:7][C:2]([N:12]2[CH2:17][CH2:16][O:15][CH2:14][CH2:13]2)=[CH:3][C:4]=1[N+:9]([O-:11])=[O:10] |f:2.3.4,7.8.9|. Procedure: To a solution of 4-bromo-1-methyl-2-nitrobenzene (225 mg, 1.04 mmol), morpholine (125 μL, 1.25 mmol), and cesium carbonate (474.4 mg, 1.46 mmol) in toluene, palladium diacetate (31.2 mg, 0.139 mmol) and 2-(di-t-butylphosphino)biphenyl (125 mg, 0.403 mmol) are added and stirred at 100° C. for 5 hours. After cooling, the mixture is filtered to remove insoluble material. The filtrate is poured into water and extracted with ethyl acetate twice. The organic layer is washed with water and then brine, ... Starting materials: ClCCCOC=1OC2=CC=CC=C2C(C1CO)=O (3-chloropropoxy-3-(hydroxymethyl)chromen-4-one), FC1=CC=C(C(=O)C2CCNCC2)C=C1 (4-(p-fluorobenzoyl)piperidine), C([O-])([O-])=O.[K+].[K+] (potassium carbonate), [I-].[K+] (potassium iodide), C(C)#N (acetonitrile). Yields the product Cl.OCC1=COC2=CC(=CC=C2C1=O)OCCCN1CCC(CC1)C(C1=CC=C(C=C1)F)=O (3-Hydroxymethyl-7-[3-(4-p-fluorobenzoyl-1-piperidinyl)propoxy]-chromen-4-one hydrochloride). The yield is 18.0%. RXN SMILES: [Cl:1]CCCO[C:6]1[O:7][C:8]2[C:13]([C:14](=[O:18])[C:15]=1[CH2:16][OH:17])=[CH:12][CH:11]=[CH:10][CH:9]=2.[F:19][C:20]1[CH:33]=[CH:32][C:23]([C:24]([CH:26]2[CH2:31][CH2:30][NH:29][CH2:28][CH2:27]2)=[O:25])=[CH:22][CH:21]=1.[C:34](=[O:37])([O-])[O-].[K+].[K+].[I-].[K+].[C:42](#N)[CH3:43]>>[ClH:1].[OH:17][CH2:16][C:15]1[C:14](=[O:18])[C:13]2[C:8](=[CH:9][C:10]([O:37][CH2:34][CH2:42][CH2:43][N:29]3[CH2:30][CH2:31][CH:26]([C:24](=[O:25])[C:23]4[CH:22]=[CH:21][C:20]([F:19])=[CH:33][CH:32]=4)[CH2:27][CH2:28]3)=[CH:11][CH:12]=2)[O:7][CH:6]=1 |f:2.3.4,5.6,8.9|. Reported procedure: A mixture of 1.6 g (6 mmole) of 7-(3-chloropropoxy-3-(hydroxymethyl)chromen-4-one, 1.2 g (6 mmole) de 4-(p-fluorobenzoyl)piperidine, 2 g (14 mmole) of anhydrous potassium carbonate and 0.5 g of potassium iodide in 30 ml of acetonitrile was heated for 24 hours at reflux, allowed to cool, filtered, and the filtrate was evaporated to dryness. The residue was dissolved in dichloromethane, washed with saturated sodium chloride solution, dried over anhydrous sodium sulfate, and evaporated. The product... Reactants: CCO, COc1cc(C#N)ccc1[N+](=O)[O-]. The product is COc1cc(C#N)ccc1N. Reaction SMILES: [CH3:14][CH2:15][OH:16].[CH3:1][O:2][c:3]1[cH:4][c:5]([C:6]#[N:7])[cH:8][cH:9][c:10]1[N+:11]([O-:12])=[O:13]>>[CH3:1][O:2][c:3]1[cH:4][c:5]([C:6]#[N:7])[cH:8][cH:9][c:10]1[NH2:11].